This data is from the Open Reaction Database (ORD), a public repository of structured organic reaction records. The task is: describe an organic reaction: reactants, conditions, products, and yield Reactants: CCOC(=O)c1cc2ccc(C(CC)(CC)c3ccc(OCC(=O)C(C)(C)C)c(C)c3)cc2o1, C1CCOC1, CO, [Na+], [OH-]. The product is CCC(CC)(c1ccc(OCC(=O)C(C)(C)C)c(C)c1)c1ccc2cc(C(=O)O)oc2c1. As a reaction SMILES: [CH2:1]([CH3:2])[O:3][C:4](=[O:5])[c:6]1[o:7][c:8]2[c:9]([cH:10]1)[cH:11][cH:12][c:13]([C:15]([CH2:16][CH3:17])([CH2:18][CH3:19])[c:20]1[cH:21][c:22]([CH3:34])[c:23]([O:26][CH2:27][C:28]([C:29]([CH3:30])([CH3:31])[CH3:32])=[O:33])[cH:24][cH:25]1)[cH:14]2.[CH2:39]1[O:40][CH2:41][CH2:42][CH2:43]1.[CH3:37][OH:38].[Na+:36].[OH-:35]>>[O:3]=[C:4]([OH:5])[c:6]1[o:7][c:8]2[c:9]([cH:10]1)[cH:11][cH:12][c:13]([C:15]([CH2:16][CH3:17])([CH2:18][CH3:19])[c:20]1[cH:21][c:22]([CH3:34])[c:23]([O:26][CH2:27][C:28]([C:29]([CH3:30])([CH3:31])[CH3:32])=[O:33])[cH:24][cH:25]1)[cH:14]2. The reactants are C1COCCO1, CO, ClC(Cl)Cl, Cl, CC(C)(C)OC(=O)NC1CCN(CCn2c(=O)ccc3ccc4c(c32)OCCO4)CC1. The product is NC1CCN(CCn2c(=O)ccc3ccc4c(c32)OCCO4)CC1. RXN SMILES: [CH2:37]1[O:38][CH2:39][CH2:40][O:41][CH2:42]1.[CH3:43][OH:44].[CH:33]([Cl:34])([Cl:35])[Cl:36].[ClH:32].[O:1]=[c:2]1[n:3]([CH2:16][CH2:17][N:18]2[CH2:19][CH2:20][CH:21]([NH:24][C:25](=[O:26])[O:27][C:28]([CH3:29])([CH3:30])[CH3:31])[CH2:22][CH2:23]2)[c:4]2[c:5]3[c:6]([cH:7][cH:8][c:9]2[cH:10][cH:11]1)[O:12][CH2:13][CH2:14][O:15]3>>[O:1]=[c:2]1[n:3]([CH2:16][CH2:17][N:18]2[CH2:19][CH2:20][CH:21]([NH2:24])[CH2:22][CH2:23]2)[c:4]2[c:5]3[c:6]([cH:7][cH:8][c:9]2[cH:10][cH:11]1)[O:12][CH2:13][CH2:14][O:15]3. Starting materials: [OH-].[K+] (potassium hydroxide), BrC=1C=C(C(=CC1)NC)N (4-bromo-N1-methylbenzene-1,2-diamine), N(=O)[O-].[Na+] (NaNO2). The solvent is Cl (hydrochloric acid), O (water). Run at temperature 5 celsius, time 4 hour. The product is BrC1=CC2=C(N(N=N2)C)C=C1 (5-bromo-1-methyl-1H-benzo[d][1,2,3]triazole). The yield is 33.7%. As a reaction SMILES: [Br:1][C:2]1[CH:3]=[C:4]([NH2:10])[C:5]([NH:8][CH3:9])=[CH:6][CH:7]=1.[N:11]([O-])=O.[Na+].[OH-].[K+]>Cl.O>[Br:1][C:2]1[CH:7]=[CH:6][C:5]2[N:8]([CH3:9])[N:11]=[N:10][C:4]=2[CH:3]=1 |f:1.2,3.4|. Reported procedure: To a solution of 4-bromo-N1-methylbenzene-1,2-diamine (4.2 g, 21 mmol) in hydrochloric acid (2N, 50 ml) was added a solution of NaNO2 (1.52 g, 22 mmol) in water (5 ml) at 0° C. The resulting solution was stirred for 4 h at 0-10° C., adjusted to pH 8 with potassium hydroxide (3N), extracted with dichloromethane (2×200 ml), and the organic layers combined and concentrated under vacuum to give a residue, which was purified via silica gel chromatography (50% dichloromethane in petroleum ether) to af... Starting materials: CCO, Clc1ccc(C2CO2)cn1, NCCOc1ccc(-c2nc(-c3ccccc3)cs2)cc1. The product is OC(CNCCOc1ccc(-c2nc(-c3ccccc3)cs2)cc1)c1ccc(Cl)nc1. As a reaction SMILES: [CH3:32][CH2:33][OH:34].[Cl:1][c:2]1[n:3][cH:4][c:5]([CH:8]2[O:9][CH2:10]2)[cH:6][cH:7]1.[c:11]1(-[c:17]2[n:18][c:19](-[c:22]3[cH:23][cH:24][c:25]([O:26][CH2:27][CH2:28][NH2:29])[cH:30][cH:31]3)[s:20][cH:21]2)[cH:12][cH:13][cH:14][cH:15][cH:16]1>>[Cl:1][c:2]1[n:3][cH:4][c:5]([CH:8]([OH:9])[CH2:10][NH:29][CH2:28][CH2:27][O:26][c:25]2[cH:24][cH:23][c:22](-[c:19]3[n:18][c:17](-[c:11]4[cH:12][cH:13][cH:14][cH:15][cH:16]4)[cH:21][s:20]3)[cH:31][cH:30]2)[cH:6][cH:7]1. Reactants: COC(=O)N1CCNCC1, CC#N, CCOC(C)=O, CCN(C(C)C)C(C)C, O=[N+]([O-])c1cccc2c1CCC2Cl, Cl. Yields the product COC(=O)N1CCN(C2CCc3c2cccc3[N+](=O)[O-])CC1. Reaction SMILES: [CH3:24][O:25][C:26](=[O:27])[N:28]1[CH2:29][CH2:30][NH:31][CH2:32][CH2:33]1.[CH3:34][C:35]#[N:36].[CH3:37][CH2:38][O:39][C:40]([CH3:41])=[O:42].[CH:14]([N:15]([CH2:16][CH3:17])[CH:18]([CH3:19])[CH3:20])([CH3:21])[CH3:22].[Cl:1][CH:2]1[CH2:3][CH2:4][c:5]2[c:6]([N+:11](=[O:12])[O-:13])[cH:7][cH:8][cH:9][c:10]21.[ClH:23]>>[CH:2]1([N:31]2[CH2:30][CH2:29][N:28]([C:26]([O:25][CH3:24])=[O:27])[CH2:33][CH2:32]2)[CH2:3][CH2:4][c:5]2[c:6]([N+:11](=[O:12])[O-:13])[cH:7][cH:8][cH:9][c:10]21. Starting materials: O=CC(C)=C (methacrolein), ClC=1C=C(C(C(=O)O)=CC1)N (4-chloroanthranilic acid), [N+](=O)([O-])C=1C=C(C=CC1)S(=O)(=O)[O-].[Na+] (sodium m-nitrobenzenesulfonate), S(O)(O)(=O)=O (sulfuric acid). Solvent: O (water). Conditions: temperature 130 celsius, time 1 hour. The product is ClC1=C2C=C(C=NC2=C(C=C1)C(=O)O)C (5-chloro-3-methylquinoline-8-carboxylic acid). As a reaction SMILES: O=[CH:2][C:3](=[CH2:5])[CH3:4].[Cl:6][C:7]1[CH:8]=[C:9]([NH2:16])[C:10](=[CH:14][CH:15]=1)[C:11]([OH:13])=[O:12].[N+](C1C=C(S([O-])(=O)=O)C=CC=1)([O-])=O.[Na+].S(=O)(=O)(O)O>O>[Cl:6][C:7]1[CH:15]=[CH:14][C:10]([C:11]([OH:13])=[O:12])=[C:9]2[C:8]=1[CH:2]=[C:3]([CH3:5])[CH:4]=[N:16]2 |f:2.3|. Procedure details: 14 g of methacrolein were added dropwise, at 100° C., to a solution of 17 g of 4-chloroanthranilic acid and 19 g of sodium m-nitrobenzenesulfonate in 200 g of 57% strength sulfuric acid. The mixture was stirred for 1 hour at 130° C., after which it was diluted with 450 g of water and filtered under suction while hot. The pH was brought to 2-3 with concentrated sodium hydroxide solution, while cooling. The precipitated solid was filtered off under suction, washed with water and dried.